This data is from the Open Reaction Database (ORD), a public repository of structured organic reaction records. The task is: describe an organic reaction: reactants, conditions, products, and yield Reactants: Cc1c(C(=O)c2ccc(N)cc2)c2ccccc2n1CCN1CCOCC1, CC(=O)O, [N-]=C=O, [Na+], [Na+], [OH-], O. Product: Cc1c(C(=O)c2ccc(NC(N)=O)cc2)c2ccccc2n1CCN1CCOCC1. RXN SMILES: [CH3:1][c:2]1[n:3]([CH2:20][CH2:21][N:22]2[CH2:23][CH2:24][O:25][CH2:26][CH2:27]2)[c:4]2[cH:5][cH:6][cH:7][cH:8][c:9]2[c:10]1[C:11]([c:12]1[cH:13][cH:14][c:15]([NH2:18])[cH:16][cH:17]1)=[O:19].[CH3:34][C:35](=[O:36])[OH:37].[N-:28]=[C:29]=[O:30].[Na+:31].[Na+:33].[OH-:32].[OH2:38]>>[CH3:1][c:2]1[n:3]([CH2:20][CH2:21][N:22]2[CH2:23][CH2:24][O:25][CH2:26][CH2:27]2)[c:4]2[cH:5][cH:6][cH:7][cH:8][c:9]2[c:10]1[C:11]([c:12]1[cH:13][cH:14][c:15]([NH:18][C:29]([NH2:28])=[O:30])[cH:16][cH:17]1)=[O:19].